This data is from the Open Reaction Database (ORD), a public repository of structured organic reaction records. The task is: describe an organic reaction: reactants, conditions, products, and yield The yield is 83.2%. The product is NC=1C(N(C=2N(C1N)N=C(N2)COCC2=CC=C(C=C2)OC)CC)=O (6,7-diamino-4-ethyl-2-[(4-methoxybenzyloxy)methyl]-s-triazolo[1,5-a]pyrimidin-5-one). Procedure: At ambient temperature, 1.5 g of 7-amino-4-ethyl-2-[(4-methoxybenzyloxy)methyl]-6-nitroso-s-triazolo[1,5-a]pyrimidin-5-one are added to 64 ml of aqueous ammonia solution (25%) and 13 ml of ethanol and dissolved therein. At 30-35° C. a solution of 3.3 g of Na2S2O4 in 30 ml of water is added dropwise. The resulting mixture is stirred at ambient temperature until the reaction is complete (about 3-4 hours). After cooling in an ice bath, the crystals obtained are suction filtered and dried. 1.2 g of ... Reactants: NC1=C(C(N(C=2N1N=C(N2)COCC2=CC=C(C=C2)OC)CC)=O)N=O (7-amino-4-ethyl-2-[(4-methoxybenzyloxy)methyl]-6-nitroso-s-triazolo[1,5-a]pyrimidin-5-one), N (ammonia), C(C)O (ethanol), [O-]S(=O)S(=O)[O-].[Na+].[Na+] (Na2S2O4). Reaction SMILES: [NH2:1][C:2]1[N:7]2[N:8]=[C:9]([CH2:11][O:12][CH2:13][C:14]3[CH:19]=[CH:18][C:17]([O:20][CH3:21])=[CH:16][CH:15]=3)[N:10]=[C:6]2[N:5]([CH2:22][CH3:23])[C:4](=[O:24])[C:3]=1[N:25]=O.N.C(O)C.[O-]S(S([O-])=O)=O.[Na+].[Na+]>O>[NH2:25][C:3]1[C:4](=[O:24])[N:5]([CH2:22][CH3:23])[C:6]2[N:7]([N:8]=[C:9]([CH2:11][O:12][CH2:13][C:14]3[CH:19]=[CH:18][C:17]([O:20][CH3:21])=[CH:16][CH:15]=3)[N:10]=2)[C:2]=1[NH2:1] |f:3.4.5|. Run in O (water). Starting materials: Cc1nc2c3c(ccn2c1C)C(=O)C(O)C(c1ccccc1)N3, [Cl-], [Li]C, [NH4+], C1CCOC1. Product: Cc1nc2c3c(ccn2c1C)C(C)(O)C(O)C(c1ccccc1)N3. RXN SMILES: [CH3:1][c:2]1[n:3][c:4]2[n:5]([cH:6][cH:7][c:8]3[c:13]2[NH:12][CH:11]([c:14]2[cH:15][cH:16][cH:17][cH:18][cH:19]2)[CH:10]([OH:20])[C:9]3=[O:21])[c:22]1[CH3:23].[Cl-:26].[Li:24][CH3:25].[NH4+:27].[O:28]1[CH2:29][CH2:30][CH2:31][CH2:32]1>>[CH3:1][c:2]1[n:3][c:4]2[n:5]([cH:6][cH:7][c:8]3[c:13]2[NH:12][CH:11]([c:14]2[cH:15][cH:16][cH:17][cH:18][cH:19]2)[CH:10]([OH:20])[C:9]3([OH:21])[CH3:25])[c:22]1[CH3:23]. Starting materials: ClC=1C=C(C(C(=O)O)=CC1)N (4-chloroanthranilic acid), N,N'-carbonyldiimidazole, O1CCCC1 (tetrahydrofuran), Cl.Cl.N1=CC(=CC=C1)CCCN (3-(3-pyridinyl)propylamine dihydrochloride). Run in O (water). Run at time 3 hour. The product is NC1=C(C(=O)NCCCC=2C=NC=CC2)C=CC(=C1)Cl (2-Amino-4-chloro-N-[3-(3-pyridinyl)propyl]benzamide). Reaction SMILES: [Cl:1][C:2]1[CH:3]=[C:4]([NH2:11])[C:5](=[CH:9][CH:10]=1)[C:6]([OH:8])=O.O1CCCC1.Cl.Cl.[N:19]1[CH:24]=[CH:23][CH:22]=[C:21]([CH2:25][CH2:26][CH2:27][NH2:28])[CH:20]=1>O>[NH2:11][C:4]1[CH:3]=[C:2]([Cl:1])[CH:10]=[CH:9][C:5]=1[C:6]([NH:28][CH2:27][CH2:26][CH2:25][C:21]1[CH:20]=[N:19][CH:24]=[CH:23][CH:22]=1)=[O:8] |f:2.3.4|. Procedure: A mixture of 3.43 g of 4-chloroanthranilic acid, 3.24 g of N,N'-carbonyldiimidazole and 50 ml of tetrahydrofuran was stirred at 5°-25° C. for 3 hours and 4.18 g of 3-(3-pyridinyl)propylamine dihydrochloride was added. The reaction mixture was stirred at room temperature for 18 hours, heated at reflux temperature for one hour and then with 10 ml of water for 30 minutes. The mixture was concentrated and treated with 100 ml. of methylene chloride and 10 ml of 1N sodium hydroxide. The layers were se... Reactants: CCOC(=O)C(C)(C)Oc1ccc2c(c1)c(-c1ccccc1OC)c(C)n2C, CO, [K+], [OH-], O. Yields the product COc1ccccc1-c1c(C)n(C)c2ccc(OC(C)(C)C(=O)O)cc12. As a reaction SMILES: [CH2:1]([CH3:2])[O:3][C:4]([C:5]([CH3:6])([CH3:7])[O:8][c:9]1[cH:10][c:11]2[c:12](-[c:20]3[c:21]([O:26][CH3:27])[cH:22][cH:23][cH:24][cH:25]3)[c:13]([CH3:19])[n:14]([CH3:18])[c:15]2[cH:16][cH:17]1)=[O:28].[CH3:31][OH:32].[K+:30].[OH-:29].[OH2:33]>>[O:3]=[C:4]([C:5]([CH3:6])([CH3:7])[O:8][c:9]1[cH:10][c:11]2[c:12](-[c:20]3[c:21]([O:26][CH3:27])[cH:22][cH:23][cH:24][cH:25]3)[c:13]([CH3:19])[n:14]([CH3:18])[c:15]2[cH:16][cH:17]1)[OH:28]. Starting materials: O1CCCC1 (tetrahydrofuran), FC(C1=CC=C(S1)C=O)(F)F (5-(trifluoromethyl)thiophene-2-carbaldehyde), C[Mg]Br (methylmagnesium bromide), resultant mixture. Solvent: C(C)(=O)O (acetic acid). Yields the product crude product, FC(C1=CC=C(S1)C(C)O)(F)F (1-[5-(Trifluoromethyl)thiophen-2-yl]ethanol). As a reaction SMILES: O1CCC[CH2:2]1.[F:6][C:7]([F:16])([F:15])[C:8]1[S:12][C:11]([CH:13]=[O:14])=[CH:10][CH:9]=1.C[Mg]Br>C(O)(=O)C>[F:16][C:7]([F:15])([F:6])[C:8]1[S:12][C:11]([CH:13]([OH:14])[CH3:2])=[CH:10][CH:9]=1. Reported procedure: To a tetrahydrofuran solution (2.0 mL) of 5-(trifluoromethyl)thiophene-2-carbaldehyde (80.0 mg, 0.444 mmol), methylmagnesium bromide (533 μL, 0.444 mmol) was added at 0° C. and the resultant mixture was stirred at room temperature for 5 minutes. After completion of the reaction, acetic acid was added to the reaction solution and the resultant mixture was concentrated under reduced pressure. To the obtained residue, water was added and extraction from the resultant mixture with ethyl acetate was ...